This data is from the Open Reaction Database (ORD), a public repository of structured organic reaction records. The task is: describe an organic reaction: reactants, conditions, products, and yield Starting materials: FC1(F)Oc2ccccc2OC1(F)Cl, F. The product is FC1(F)Oc2ccccc2OC1(F)F. Reaction SMILES: [Cl:2][C:3]1([F:15])[C:4]([F:13])([F:14])[O:5][c:6]2[c:7]([cH:9][cH:10][cH:11][cH:12]2)[O:8]1.[FH:1]>>[F:1][C:3]1([F:15])[C:4]([F:13])([F:14])[O:5][c:6]2[c:7]([cH:9][cH:10][cH:11][cH:12]2)[O:8]1. The reactants are OCc1ccccc1, O=S(Cl)Cl, O=C(O)C1CC(c2ccccc2)=NN1. Product: Cl, O=C(O)C1CC(c2ccccc2)=NN1. Reaction SMILES: [OH:19][CH2:20][c:21]1[cH:22][cH:23][cH:24][cH:25][cH:26]1.[S:15]([Cl:16])([Cl:17])=[O:18].[c:1]1([C:7]2=[N:8][NH:9][CH:10]([C:12](=[O:13])[OH:14])[CH2:11]2)[cH:2][cH:3][cH:4][cH:5][cH:6]1>>[ClH:17].[c:1]1([C:7]2=[N:8][NH:9][CH:10]([C:12](=[O:13])[OH:14])[CH2:11]2)[cH:2][cH:3][cH:4][cH:5][cH:6]1. Reactants: NN1N=C(C2=C(C1=O)SC=C2)C2=CC=CC=C2 (6-amino-4-phenylthieno[2,3-d]pyridazin-7(6H)-one), ClC1=CC=C(C=C1)CC(=O)O (2-(4-chlorophenyl)acetic acid). The product is ClC1=CC=C(C=C1)CC(=O)NN1N=C(C2=C(C1=O)SC=C2)C2=CC=CC=C2 (2-(4-chlorophenyl)-N-(7-oxo-4-phenylthieno[2,3-d]pyridazin-6(7H)-yl)acetamide). RXN SMILES: [NH2:1][N:2]1[C:7](=[O:8])[C:6]2[S:9][CH:10]=[CH:11][C:5]=2[C:4]([C:12]2[CH:17]=[CH:16][CH:15]=[CH:14][CH:13]=2)=[N:3]1.[Cl:18][C:19]1[CH:24]=[CH:23][C:22]([CH2:25][C:26](O)=[O:27])=[CH:21][CH:20]=1>>[Cl:18][C:19]1[CH:24]=[CH:23][C:22]([CH2:25][C:26]([NH:1][N:2]2[C:7](=[O:8])[C:6]3[S:9][CH:10]=[CH:11][C:5]=3[C:4]([C:12]3[CH:17]=[CH:16][CH:15]=[CH:14][CH:13]=3)=[N:3]2)=[O:27])=[CH:21][CH:20]=1. Reported procedure: The product from Example 29B and 2-(4-chlorophenyl)acetic acid were processed using a method similar to that described in Example 17C to afford the title compound. 1H NMR (500 MHz, DMSO-d6) δ ppm 3.72 (s, 2H) 7.41 (s, 4H) 7.56 (dd, J=4.42, 2.59 Hz, 4H) 7.63-7.80 (m, 2H) 8.36 (d, J=5.19 Hz, 1H) 11.81 (s, 1H); MS (ESI) m/z 396 (M+H)+. Starting materials: [Al+3], C1CCOC1, CCC=C1CCC(CC(=O)OC)CC1, Cl, [H-], [H-], [H-], [H-], [Li+], O. Yields the product CCC=C1CCC(CCO)CC1. Reaction SMILES: [Al+3:2].[CH2:23]1[O:24][CH2:25][CH2:26][CH2:27]1.[CH:7]([CH2:8][CH3:9])=[C:10]1[CH2:11][CH2:12][CH:13]([CH2:16][C:17](=[O:18])[O:19][CH3:20])[CH2:14][CH2:15]1.[ClH:22].[H-:1].[H-:4].[H-:5].[H-:6].[Li+:3].[OH2:21]>>[CH:7]([CH2:8][CH3:9])=[C:10]1[CH2:11][CH2:12][CH:13]([CH2:16][CH2:17][OH:18])[CH2:14][CH2:15]1. The reactants are CC(C)(C)OC(=O)N1CCc2[nH]c3ccccc3c2CC1, [H-], NC(=O)CI, [Na+], CN(C)C=O. Yields the product CC(C)(C)OC(=O)N1CCc2c(n(CC(N)=O)c3ccccc23)CC1. Reaction SMILES: [CH2:1]1[CH2:2][N:3]([C:15](=[O:16])[O:17][C:18]([CH3:19])([CH3:20])[CH3:21])[CH2:4][CH2:5][c:6]2[nH:7][c:8]3[cH:9][cH:10][cH:11][cH:12][c:13]3[c:14]21.[H-:28].[I:22][CH2:23][C:24](=[O:25])[NH2:26].[Na+:27].[O:29]=[CH:30][N:31]([CH3:32])[CH3:33]>>[CH2:1]1[CH2:2][N:3]([C:15](=[O:16])[O:17][C:18]([CH3:19])([CH3:20])[CH3:21])[CH2:4][CH2:5][c:6]2[n:7]([CH2:23][C:24](=[O:25])[NH2:26])[c:8]3[cH:9][cH:10][cH:11][cH:12][c:13]3[c:14]21. Starting materials: OS(=O)(=O)O (H2SO4), ice water, CC1(C2=C(NCCC1)C=CC=C2)C (5,5-Dimethyl-2,3,4,5-tetrahydro-1H-benzo[b]azepine), [N+](=O)(O)[O-] (HNO3), OS(=O)(=O)O (H2SO4). Procedure: H2SO4 (2.5 ml) was cooled in a brine/ice bath. 5,5-Dimethyl-2,3,4,5-tetrahydro-1H-benzo[b]azepine (1.1 g, 6.3 mmol) was added drop wise. The resulting slurry was stirred for 30 min. HNO3 (0.26 ml, 6.3 mmol) and more H2SO4 (1.5 ml) were added slowly. The reaction was stirred at 0-15° C. for 2 h, poured into ice water, extracted with EtOAc, washed with brine, dried (MgSO4), filtered and concentrated to give 5,5-Dimethyl-8-nitro-2,3,4,5-tetrahydro-1H-benzo[b]azepine. The product is CC1(C2=C(NCCC1)C=C(C=C2)[N+](=O)[O-])C (5,5-Dimethyl-8-nitro-2,3,4,5-tetrahydro-1H-benzo[b]azepine). Reaction conditions: time 30 minute. As a reaction SMILES: OS(O)(=O)=O.[CH3:6][C:7]1([CH3:18])[CH2:13][CH2:12][CH2:11][NH:10][C:9]2[CH:14]=[CH:15][CH:16]=[CH:17][C:8]1=2.[N+:19]([O-])([OH:21])=[O:20]>>[CH3:6][C:7]1([CH3:18])[CH2:13][CH2:12][CH2:11][NH:10][C:9]2[CH:14]=[C:15]([N+:19]([O-:21])=[O:20])[CH:16]=[CH:17][C:8]1=2.